From a dataset of the Open Reaction Database (ORD), a public repository of structured organic reaction records. describe an organic reaction: reactants, conditions, products, and yield Starting materials: FC(C1=C(CN2CCC(CC2)C=O)C=CC(=C1)C(F)(F)F)(F)F (1-[2,4-bis(trifluoromethyl)benzyl]piperidine-4-carbaldehyde), OCC1(CCOCC1)CNC1=NC(SC1)=O (4-({[4-(hydroxymethyl)tetrahydro-2H-pyran-4-yl]methyl}amino)thiazol-2(5H)-one), C(C)(=O)[O-].[NH2+]1CCCCC1 (piperidinium acetate). Run in CC(C)O (2-propanol). Run at temperature 80 celsius, time 8 hour. Yields the product FC(C1=C(CN2CCC(CC2)\C=C/2\C(=NC(S2)=O)NCC2(CCOCC2)CO)C=CC(=C1)C(F)(F)F)(F)F ((5Z)-5-({1-[2,4-bis(trifluoromethyl)benzyl]piperidin-4-yl}methylidene)-4-({[4-(hydroxymethyl)tetrahydro-2H-pyran-4-yl]methyl}amino)-1,3-thiazol-2(5H)-one). Isolated yield 47.8%. As a reaction SMILES: [F:1][C:2]([F:23])([F:22])[C:3]1[CH:17]=[C:16]([C:18]([F:21])([F:20])[F:19])[CH:15]=[CH:14][C:4]=1[CH2:5][N:6]1[CH2:11][CH2:10][CH:9]([CH:12]=O)[CH2:8][CH2:7]1.[OH:24][CH2:25][C:26]1([CH2:32][NH:33][C:34]2[CH2:38][S:37][C:36](=[O:39])[N:35]=2)[CH2:31][CH2:30][O:29][CH2:28][CH2:27]1.C([O-])(=O)C.[NH2+]1CCCCC1>CC(O)C>[F:23][C:2]([F:1])([F:22])[C:3]1[CH:17]=[C:16]([C:18]([F:21])([F:20])[F:19])[CH:15]=[CH:14][C:4]=1[CH2:5][N:6]1[CH2:11][CH2:10][CH:9](/[CH:12]=[C:38]2/[C:34]([NH:33][CH2:32][C:26]3([CH2:25][OH:24])[CH2:27][CH2:28][O:29][CH2:30][CH2:31]3)=[N:35][C:36](=[O:39])[S:37]/2)[CH2:8][CH2:7]1 |f:2.3|. Reported procedure: To a solution of 1-[2,4-bis(trifluoromethyl)benzyl]piperidine-4-carbaldehyde (972 mg) in 2-propanol (20 mL) were added 4-({[4-(hydroxymethyl)tetrahydro-2H-pyran-4-yl]methyl}amino)thiazol-2(5H)-one (1.05 g) and piperidinium acetate (425 mg). The reaction mixture was stirred at 80° C. overnight and concentrated under reduced pressure. The residue was purified by silica gel column chromatography (ethyl acetate/hexane) and recrystallized from ethyl acetate/heptane to give the title compound (774 mg)... Reactants: CCOC(=O)c1nc(S(C)(=O)=O)ncc1Br, COCCN, ClCCl. Product: CCOC(=O)c1nc(NCCOC)ncc1Br. As a reaction SMILES: [CH2:6]([CH3:7])[O:8][C:9](=[O:10])[c:11]1[n:12][c:13]([S:18]([CH3:19])(=[O:20])=[O:21])[n:14][cH:15][c:16]1[Br:17].[CH3:1][O:2][CH2:3][CH2:4][NH2:5].[Cl:22][CH2:23][Cl:24]>>[CH3:1][O:2][CH2:3][CH2:4][NH:5][c:13]1[n:12][c:11]([C:9]([O:8][CH2:6][CH3:7])=[O:10])[c:16]([Br:17])[cH:15][n:14]1. Reactants: CNC(=NCCS)NC#N, CC#N, Cc1[nH]cnc1CS, Cl, I, [Na+], [OH-]. Product: CNC(=NCCSSCc1nc[nH]c1C)NC#N. RXN SMILES: [C:12](#[N:13])[NH:14][C:15](=[N:16][CH2:17][CH2:18][SH:19])[NH:20][CH3:21].[CH3:23][C:24]#[N:25].[CH3:4][c:5]1[c:6]([CH2:10][SH:11])[n:7][cH:8][nH:9]1.[ClH:3].[I:22].[Na+:2].[OH-:1]>>[CH3:4][c:5]1[c:6]([CH2:10][S:11][S:19][CH2:18][CH2:17][N:16]=[C:15]([NH:14][C:12]#[N:13])[NH:20][CH3:21])[n:7][cH:8][nH:9]1. Reactants: C(C)N(C(C)C)C(C)C (N-ethyl diisopropylamine), COCCl (chloromethyl methyl ether), OC1C(N(CC(C1)(C1=CC=CC=C1)[N+](=O)[O-])C)=O (rac-3-hydroxy-1-methyl-5-nitro-5-phenyl-piperidin-2-one), C(C)N(C(C)C)C(C)C (N-ethyl diisopropylamine), COCCl (chloromethyl methyl ether). Run in COCCOC (1,2-dimethoxyethane). Run at temperature 60 celsius, time 1 hour. Product: COCOC1C(N(CC(C1)(C1=CC=CC=C1)[N+](=O)[O-])C)=O (rac-3-Methoxymethoxy-1-methyl-5-nitro-5-phenyl-piperidin-2-one). The yield is 51.0%. As a reaction SMILES: [OH:1][CH:2]1[CH2:7][C:6]([N+:14]([O-:16])=[O:15])([C:8]2[CH:13]=[CH:12][CH:11]=[CH:10][CH:9]=2)[CH2:5][N:4]([CH3:17])[C:3]1=[O:18].C(N(C(C)C)C(C)C)C.[CH3:28][O:29][CH2:30]Cl>COCCOC>[CH3:28][O:29][CH2:30][O:1][CH:2]1[CH2:7][C:6]([N+:14]([O-:16])=[O:15])([C:8]2[CH:13]=[CH:12][CH:11]=[CH:10][CH:9]=2)[CH2:5][N:4]([CH3:17])[C:3]1=[O:18]. Procedure: To a solution of 50 mg (0.2 mmol) rac-3-hydroxy-1-methyl-5-nitro-5-phenyl-piperidin-2-one and 52 ul (0.3 mmol) N-ethyl diisopropylamine in 1,2-dimethoxyethane were added 23 ul (0.3 mmol) chloromethyl methyl ether at room temperature. After 1 hour, the solution was heated in a 60° C. oil bath for 20 hours. The mixture was cooled to room temperature. 52 ul (0.3 mmol) N-ethyl diisopropylamine and 23 ul (0.3 mmol) chloromethyl methyl ether were added. The mixture was heated in a 60° C. oil bath for ... Reactants: COC(=O)c1cccc(Br)c1, CN(C)C1CCNC1, Cc1ccccc1, CCOC(C)=O, CN(C)c1ccccc1-c1ccccc1P(C1CCCCC1)C1CCCCC1, [K+], [K+], [K+], O=P([O-])([O-])[O-]. Yields the product COC(=O)c1cccc(N2CCC(N(C)C)C2)c1. Reaction SMILES: [Br:1][c:2]1[cH:3][c:4]([C:5](=[O:6])[O:7][CH3:8])[cH:9][cH:10][cH:11]1.[CH3:48][N:49]([CH:50]1[CH2:51][NH:52][CH2:53][CH2:54]1)[CH3:55].[CH3:56][c:57]1[cH:58][cH:59][cH:60][cH:61][cH:62]1.[CH3:63][CH2:64][O:65][C:66](=[O:67])[CH3:68].[CH:12]1([P:13]([CH:14]2[CH2:15][CH2:16][CH2:17][CH2:18][CH2:19]2)[c:20]2[cH:21][cH:22][cH:23][cH:24][c:25]2-[c:26]2[cH:27][cH:28][cH:29][cH:30][c:31]2[N:32]([CH3:33])[CH3:34])[CH2:35][CH2:36][CH2:37][CH2:38][CH2:39]1.[K+:45].[K+:46].[K+:47].[P:40]([O-:41])([O-:42])([O-:43])=[O:44]>>[c:2]1([N:52]2[CH2:51][CH:50]([N:49]([CH3:48])[CH3:55])[CH2:54][CH2:53]2)[cH:3][c:4]([C:5](=[O:6])[O:7][CH3:8])[cH:9][cH:10][cH:11]1.